This data is from the Open Reaction Database (ORD), a public repository of structured organic reaction records. The task is: describe an organic reaction: reactants, conditions, products, and yield Reactants: C(=O)(O)C=1C=NC2=C(C=CC=C2C1OCC)NC(C1=C(C=CC=C1Cl)Cl)=O (3-carboxy-8-(2,6-dichlorobenzoylamino)-4-ethoxyquinoline), Cl.C(C)N=C=NCCCN(C)C (1-ethyl-3-(3-dimethylaminopropyl)carbodiimide hydrochloride), ON1N=NC2=C1C=CC=C2 (1-hydroxybenzotriazole), N (ammonia). Run in CN(C=O)C (dimethylformamide), O (water). Reaction conditions: time 2 hour. Yields the product C(N)(=O)C=1C=NC2=C(C=CC=C2C1OCC)NC(C1=C(C=CC=C1Cl)Cl)=O (3-carbamoyl-8-(2,6-dichlorobenzoylamino)-4-ethoxyquinoline). Isolated yield 84.1%. RXN SMILES: [C:1]([C:4]1[CH:5]=[N:6][C:7]2[C:12]([C:13]=1[O:14][CH2:15][CH3:16])=[CH:11][CH:10]=[CH:9][C:8]=2[NH:17][C:18](=[O:27])[C:19]1[C:24]([Cl:25])=[CH:23][CH:22]=[CH:21][C:20]=1[Cl:26])(O)=[O:2].Cl.C([N:31]=C=NCCCN(C)C)C.ON1C2C=CC=CC=2N=N1.N>CN(C)C=O.O>[C:1]([C:4]1[CH:5]=[N:6][C:7]2[C:12]([C:13]=1[O:14][CH2:15][CH3:16])=[CH:11][CH:10]=[CH:9][C:8]=2[NH:17][C:18](=[O:27])[C:19]1[C:20]([Cl:26])=[CH:21][CH:22]=[CH:23][C:24]=1[Cl:25])(=[O:2])[NH2:31] |f:1.2|. Procedure: To a solution of 3-carboxy-8-(2,6-dichlorobenzoylamino)-4-ethoxyquinoline (153 mg) in dimethylformamide were added 1-ethyl-3-(3-dimethylaminopropyl)carbodiimide hydrochloride (109 mg) and 1-hydroxybenzotriazole (76.5 mg), and the mixture was stirred for 2 hours at ambient temperature. To the mixture was added conc. ammonia solution (0.2 ml) with stirring, and the mixture was stirred for 6 hours at ambient temperature. The mixture was poured into water and extracted with ethyl acetate. The organi... Starting materials: C(#N)C1=NC=CN=C1 (Cyanopyrazine), C(C)(=O)O (acetic acid). The reagents and catalysts are C[O-].[Na+] (sodium methoxide). Solvent: CO (methanol). Conditions: time 45 minute. Yields the product crude product, N1=C(C=NC=C1)C(OC)=N (methyl pyrazinecarboximidate). The yield is 910.8%. Reaction SMILES: [C:1]([C:3]1[CH:8]=[N:7][CH:6]=[CH:5][N:4]=1)#[N:2].[C:9](O)(=[O:11])C>CO.C[O-].[Na+]>[N:4]1[CH:5]=[CH:6][N:7]=[CH:8][C:3]=1[C:1](=[NH:2])[O:11][CH3:9] |f:3.4|. Procedure details: Cyanopyrazine (5.26 g, 50 mmol) was dissolved in methanol (40 ml), and sodium methoxide (0.27 g, 5.0 mmol) was added. The reaction mixture was stirred at room temperature for 45 minutes. After the reaction was completed, acetic acid (0.33 g, 5.5 mmol) was added to neutralize the reaction solution, and the solution was concentrated under reduced pressure. Dichloromethane (50 ml) and diethyl ether (50 ml) were added to the concentrated residue, and insolubles were removed by filtration. The filtra... The solvent is CS(=O)C (DMSO). Yields the product C(C)NC1=C(C(=O)N)C=CC(=C1)C=1N=CC=C2C(=CC=NC12)N1C=NC(=C1)C=1C=NN(C1)C (2-Ethylamino-4-(4-(4-(1-methyl-1H-pyrazol-4-yl)-1H-imidazol-1-yl)1,7-naphthyridin-8-yl)benzamide). RXN SMILES: [OH-:1].[Na+].OO.[CH2:5]([NH:7][C:8]1[CH:15]=[C:14]([C:16]2[N:17]=[CH:18][CH:19]=[C:20]3[C:25]=2[N:24]=[CH:23][CH:22]=[C:21]3[N:26]2[CH:30]=[C:29]([C:31]3[CH:32]=[N:33][N:34]([CH3:36])[CH:35]=3)[N:28]=[CH:27]2)[CH:13]=[CH:12][C:9]=1[C:10]#[N:11])[CH3:6].O>CS(C)=O>[CH2:5]([NH:7][C:8]1[CH:15]=[C:14]([C:16]2[N:17]=[CH:18][CH:19]=[C:20]3[C:25]=2[N:24]=[CH:23][CH:22]=[C:21]3[N:26]2[CH:30]=[C:29]([C:31]3[CH:32]=[N:33][N:34]([CH3:36])[CH:35]=3)[N:28]=[CH:27]2)[CH:13]=[CH:12][C:9]=1[C:10]([NH2:11])=[O:1])[CH3:6] |f:0.1|. Procedure: A suspension of 3-amino-2-chloropyridine (17.6 g) and 5-(methoxymethylene)-2,2-dimethyl-1,3-dioxane-4,6-dione (25.5 g) in isopropanol (274 ml) was heated to reflux for 5 minutes. After cooling, the deposit was filtrated to obtain 5-((2-chloropyridin-3-ylamino)methylene)-2,2-dimethyl-1,3-dioxane-4,6-dione (34.8 g). The obtained 5-((2-chloropyridin-3-ylamino)methylene)-2,2-dimethyl-1,3-dioxane-4,6-di one (8.2 g) was gradually added to Dowtherm heated to 220° C., and the mixture was heated at 220° ... Run at time 30 minute. Reactants: O (Water), [OH-].[Na+] (sodium hydroxide), OO (hydrogen peroxide), C(C)NC1=C(C#N)C=CC(=C1)C=1N=CC=C2C(=CC=NC12)N1C=NC(=C1)C=1C=NN(C1)C (2-(ethylamino)-4-(4-(4-(1-methyl-1H-pyrazol-4-yl)-1H-imidazol-1-yl)-1,7-naphthyridin-8yl)benzonitrile). Isolated yield 4.0%. Reactants: compound, NC1=CC=C(C=C1)C1=CC=C2CN(C(C2=C1)=O)[C@H](C(=O)OC)C(C)C ((S)-Methyl 2-(6-(4-aminophenyl)-1-oxoisoindolin-2-yl)-3-methylbutanoate), N1=CC(=CC2=CC=CC=C12)C(=O)Cl (quinoline-3-carbonyl chloride). Product: CC([C@@H](C(=O)OC)N1C(C2=CC(=CC=C2C1)C1=CC=C(C=C1)NC(=O)C=1C=NC2=CC=CC=C2C1)=O)C ((S)-Methyl 3-methyl-2-(1-oxo-6-(4-(quinoline-3-carboxamido)phenyl)isoindolin-2-yl)butanoate). Isolated yield 20.0%. Reaction SMILES: [NH2:1][C:2]1[CH:7]=[CH:6][C:5]([C:8]2[CH:16]=[C:15]3[C:11]([CH2:12][N:13]([C@@H:18]([CH:23]([CH3:25])[CH3:24])[C:19]([O:21][CH3:22])=[O:20])[C:14]3=[O:17])=[CH:10][CH:9]=2)=[CH:4][CH:3]=1.[N:26]1[C:35]2[C:30](=[CH:31][CH:32]=[CH:33][CH:34]=2)[CH:29]=[C:28]([C:36](Cl)=[O:37])[CH:27]=1>>[CH3:24][CH:23]([CH3:25])[C@H:18]([N:13]1[CH2:12][C:11]2[C:15](=[CH:16][C:8]([C:5]3[CH:4]=[CH:3][C:2]([NH:1][C:36]([C:28]4[CH:27]=[N:26][C:35]5[C:30]([CH:29]=4)=[CH:31][CH:32]=[CH:33][CH:34]=5)=[O:37])=[CH:7][CH:6]=3)=[CH:9][CH:10]=2)[C:14]1=[O:17])[C:19]([O:21][CH3:22])=[O:20]. Procedure details: The compound of example 650 was prepared analogous to the compound of example 640 by reaction of compound of example 6 with commercially available quinoline-3-carbonyl chloride.